Dataset: the Open Reaction Database (ORD), a public repository of structured organic reaction records. Task: describe an organic reaction: reactants, conditions, products, and yield Starting materials: C[C@H]1[C@@H]([C@H]([C@H]([C@@H](O1)O[C@H]2CC[C@@]3([C@H]4CC[C@@]5([C@H](CC[C@@]5([C@@H]4CCC3=C2)O)C6=COC(=O)C=C6)C)C)O)O)O (Proscillaridin), C(C)(=O)[O-].[Na+] (sodium acetate). Run in C(C)O (ethanol), C(C)O (ethanol). The product is C[C@]12CC[C@@H](C=C1CC[C@@H]3[C@@H]2CC[C@]4([C@@]3(CC[C@@H]4C5=COC(=O)C=C5)O)C)O (Scillarenin). Yield: 87.5%. RXN SMILES: C[C@@H]1O[C@@H]([O:8][C@@H:9]2[CH:25]=[C:24]3[C@@:12]([CH3:35])([C@@H:13]4[C@@H:21]([CH2:22][CH2:23]3)[C@:20]3([OH:26])[C@@:16]([CH3:34])([C@@H:17]([C:27]5[CH:33]=[CH:32][C:30](=[O:31])[O:29][CH:28]=5)[CH2:18][CH2:19]3)[CH2:15][CH2:14]4)[CH2:11][CH2:10]2)[C@H](O)[C@H](O)[C@H]1O.C([O-])(=O)C.[Na+]>C(O)C>[CH3:35][C@@:12]12[C@H:13]3[CH2:14][CH2:15][C@:16]4([CH3:34])[C@@H:17]([C:27]5[CH:33]=[CH:32][C:30](=[O:31])[O:29][CH:28]=5)[CH2:18][CH2:19][C@:20]4([OH:26])[C@@H:21]3[CH2:22][CH2:23][C:24]1=[CH:25][C@@H:9]([OH:8])[CH2:10][CH2:11]2 |f:1.2|. Procedure: Proscillaridin (3 g, 5.6 mmol) was dissolved in ethanol (57 ml) at 40° C. while stirring, to this solution was added 171 ml of sodium acetate buffer (pH=4, 0.02 M) at 40° C., followed by naringinase (1.03 g). The reaction was stirred for 24 hours, when ethanol was added (200 ml) and the solvent was removed in vacuo, an additional 100 ml ethanol was added and the solvent was removed in vacuo. Material was purified by flash chromatography (DCM to 9:1 DCM:MeOH) to give 9 as an off-white solid (1.9 ... Run in C(C)OCC (ethyl ether). RXN SMILES: [ClH:1].[NH:2]1[CH:6]2[CH2:7][CH2:8][CH2:9][CH2:10][CH:5]2[N:4]=[C:3]1[C:11]1[CH:24]=[CH:23][C:22]2[S:21][C:20]3[C:15](=[CH:16][CH:17]=[CH:18][CH:19]=3)[N:14]([CH:25]([CH3:32])[CH2:26][N:27]3[CH2:31][CH2:30][CH2:29][CH2:28]3)[C:13]=2[CH:12]=1>C(OCC)C>[ClH:1].[ClH:1].[NH:4]1[CH:5]2[CH2:10][CH2:9][CH2:8][CH2:7][CH:6]2[N:2]=[C:3]1[C:11]1[CH:24]=[CH:23][C:22]2[S:21][C:20]3[C:15](=[CH:16][CH:17]=[CH:18][CH:19]=3)[N:14]([CH:25]([CH3:32])[CH2:26][N:27]3[CH2:31][CH2:30][CH2:29][CH2:28]3)[C:13]=2[CH:12]=1 |f:3.4.5|. Procedure details: 1.4N ethereal hydrochloric acid (1.13 cc) is added dropwise and with vigorous stirring to a solution of 2-(3a, 4, 5, 6, 7, 7a-hexahydro-1H-benzimidazol-2-yl)-10-[1-(1-pyrrolidinyl)-2-propyl]phenothiazine, L series (0.34 g) in boiling ethyl ether (34 cc). The suspension obtained is stirred for one hour. The precipitate is filtered off and the cake is washed with ethyl ether (2×10 cc) and then dried at 40° C. under reduced pressure (10 mm Hg; 1.3 kPa). 2-(3a, 4, 5, 6, 7, 7a-Hexahydro-1H-benzimidaz... Reaction conditions: time 1 hour. Starting materials: Cl (hydrochloric acid), N1C(=NC2C1CCCC2)C2=CC=1N(C3=CC=CC=C3SC1C=C2)C(CN2CCCC2)C (2-(3a, 4, 5, 6, 7, 7a-hexahydro-1H-benzimidazol-2-yl)-10-[1-(1-pyrrolidinyl)-2-propyl]phenothiazine). Product: Cl.Cl.N1C(=NC2C1CCCC2)C2=CC=1N(C3=CC=CC=C3SC1C=C2)C(CN2CCCC2)C (2-(3a, 4, 5, 6, 7, 7a-Hexahydro-1H-benzimidazol-2-yl)-10-[1-(1-pyrrolidinyl)-2-propyl]-phenothiazine dihydrochloride). Reactants: CC(=O)[O-], CC(=O)[O-], O=S1(=O)NC2CCCN2c2ccc(O)cc21, CS(=O)(=O)NC1(c2ccc(B(O)O)cc2)CC1, ClCCl, [Cu+2], c1ccncc1. The product is CS(=O)(=O)NC1(c2ccc(Oc3ccc4c(c3)S(=O)(=O)NC3CCCN43)cc2)CC1. Reaction SMILES: [C:43]([O-:44])(=[O:45])[CH3:46].[C:48]([O-:49])(=[O:50])[CH3:51].[CH2:1]1[CH2:2][CH2:3][CH:4]2[NH:5][S:6](=[O:15])(=[O:16])[c:7]3[c:8]([cH:10][cH:11][c:12]([OH:14])[cH:13]3)[N:9]12.[CH3:17][S:18](=[O:19])(=[O:20])[NH:21][C:22]1([c:25]2[cH:26][cH:27][c:28]([B:31]([OH:32])[OH:33])[cH:29][cH:30]2)[CH2:23][CH2:24]1.[Cl:40][CH2:41][Cl:42].[Cu+2:47].[cH:34]1[cH:35][cH:36][n:37][cH:38][cH:39]1>>[CH2:1]1[CH2:2][CH2:3][CH:4]2[NH:5][S:6](=[O:15])(=[O:16])[c:7]3[c:8]([cH:10][cH:11][c:12]([O:14][c:28]4[cH:27][cH:26][c:25]([C:22]5([NH:21][S:18]([CH3:17])(=[O:19])=[O:20])[CH2:23][CH2:24]5)[cH:30][cH:29]4)[cH:13]3)[N:9]12. Starting materials: COC(=O)c1cccnc1N(C)C1CCN(Cc2ccccc2)CC1, CO. Product: COC(=O)c1cccnc1N(C)C1CCNCC1. As a reaction SMILES: [CH2:1]([c:2]1[cH:3][cH:4][cH:5][cH:6][cH:7]1)[N:8]1[CH2:9][CH2:10][CH:11]([N:14]([c:15]2[n:16][cH:17][cH:18][cH:19][c:20]2[C:21](=[O:22])[O:23][CH3:24])[CH3:25])[CH2:12][CH2:13]1.[CH3:26][OH:27]>>[NH:8]1[CH2:9][CH2:10][CH:11]([N:14]([c:15]2[n:16][cH:17][cH:18][cH:19][c:20]2[C:21](=[O:22])[O:23][CH3:24])[CH3:25])[CH2:12][CH2:13]1.